The task is: describe an organic reaction: reactants, conditions, products, and yield. This data is from the Open Reaction Database (ORD), a public repository of structured organic reaction records. Reactants: O=C([O-])[O-], CC1(O)CCNC1, [I-], [K+], [K+], [K+], N#Cc1ccc(-c2ccc(OCCCN3CCC(N)C3)cc2)cc1, CN(C)C=O. Yields the product CC1(O)CCN(CCCOc2ccc(-c3ccc(C#N)cc3)cc2)C1. As a reaction SMILES: [C:32](=[O:33])([O-:34])[O-:35].[CH3:25][C:26]1([OH:31])[CH2:27][NH:28][CH2:29][CH2:30]1.[I-:39].[K+:36].[K+:37].[K+:38].[NH2:1][CH:2]1[CH2:3][CH2:4][N:5]([CH2:7][CH2:8][CH2:9][O:10][c:11]2[cH:12][cH:13][c:14](-[c:17]3[cH:18][cH:19][c:20]([C:23]#[N:24])[cH:21][cH:22]3)[cH:15][cH:16]2)[CH2:6]1.[O:40]=[CH:41][N:42]([CH3:43])[CH3:44]>>[CH2:7]([CH2:8][CH2:9][O:10][c:11]1[cH:12][cH:13][c:14](-[c:17]2[cH:18][cH:19][c:20]([C:23]#[N:24])[cH:21][cH:22]2)[cH:15][cH:16]1)[N:28]1[CH2:27][C:26]([CH3:25])([OH:31])[CH2:30][CH2:29]1. The reactants are C(=O)C(C=O)Br (bromomalondialdehyde), COC1=CC(=CC=C1)N (m-anisidine), C(C)(=O)O (acetic acid). The solvent is C(C)O (ethanol). Conditions: time 10 day. Yields the product BrC=1C=NC2=CC(=CC=C2C1)OC (3-Bromo-7-methoxyquinoline). The yield is 20.0%. As a reaction SMILES: [CH:1]([CH:3]([Br:6])[CH:4]=O)=O.[CH3:7][O:8][C:9]1[CH:14]=[CH:13][CH:12]=[C:11]([NH2:15])[CH:10]=1.C(O)(=O)C>C(O)C>[Br:6][C:3]1[CH:1]=[N:15][C:11]2[C:12]([CH:4]=1)=[CH:13][CH:14]=[C:9]([O:8][CH3:7])[CH:10]=2. Procedure: For the synthesis of this starting compound, 1.80 g (12.3 mmol, 1.1 eq) of bromomalondialdehyde was first dissolved in 30 ml of ethanol, and 1.25 ml of m-anisidine was added. This reaction mixture is stirred over night at RT and, after the addition of acetic acid (20 ml), at 100° C. for 10 days. The solvent is subsequently removed in vacuum on a rotary evaporator, and the residual solid is partitioned between a water and an ethyl acetate phase. The aqueous phase is made alkaline with an ammonia ... Starting materials: [OH-].[Na+] (NaOH), [OH-].[Na+] (sodium hydroxide), CC(C)NP(=S)(OC)OC1=C(C=C(C=C1)Cl)Cl (DMPA), CC(C)(C1=CC(=CC=C1)C(C)(C)N=C=O)N=C=O (TMXDI), CCN(CC)C(=O)C1=CC(=CC=C1)C (DETA). The solvent is CC(OCC)=O (EA), O (water), CC(OCC)=O (EA), O (water). Conditions: time 5 minute. The product is NC(=O)OCC.NC(=O)N (urethane urea). RXN SMILES: CC([NH:4]P([O:9][C:10]1[CH:15]=CC(Cl)=CC=1Cl)(OC)=S)C.CC([N:33]=[C:34]=[O:35])(C1C=CC=C(C([N:30]=[C:31]=[O:32])(C)C)C=1)C.[OH-].[Na+].CCN(C(C1C=CC=C(C)C=1)=O)CC>O.CC(=O)OCC>[NH2:30][C:31]([O:9][CH2:10][CH3:15])=[O:32].[NH2:4][C:34]([NH2:33])=[O:35] |f:2.3,7.8|. Procedure: 190.8 g of Rucoflex XS-5570-55, 102.9 g of Rucoflex S-1011-55 and 6.7 g of DMPA are reacted with 73.2 g of TMXDI in the presence of the T-12 at 85° C. for 4 hours to prepare a prepolymer. 3.4 g of sodium hydroxide and 1.83 g of EA are dissolved in 660 g of water, and then the prepolymer is dispersed by adding the aqueous solution containing NaOH and EA. After 5 minutes, a solution of 4.08 g of DETA in 51 g of water is added and stirring is continued for 15 minutes to form the aqueous poly(uretha... The reactants are CC1CCN(CCN2CCC(N)CC2)CC1, Cl, Cl, Cl, CC(C)COc1cccc2[nH]c(C(=O)NC3CCN(CCN4CCCCCC4)CC3)cc12. The product is CC(C)COc1cccc2[nH]c(C(=O)NC3CCN(CCN4CCC(C)CC4)CC3)cc12. As a reaction SMILES: [CH3:36][CH:37]1[CH2:38][CH2:39][N:40]([CH2:41][CH2:42][N:43]2[CH2:44][CH2:45][CH:46]([NH2:47])[CH2:48][CH2:49]2)[CH2:50][CH2:51]1.[ClH:33].[ClH:34].[ClH:35].[N:1]1([CH2:8][CH2:9][N:10]2[CH2:11][CH2:12][CH:13]([NH:16][C:17](=[O:18])[c:19]3[nH:20][c:21]4[cH:22][cH:23][cH:24][c:25]([O:28][CH2:29][CH:30]([CH3:31])[CH3:32])[c:26]4[cH:27]3)[CH2:14][CH2:15]2)[CH2:2][CH2:3][CH2:4][CH2:5][CH2:6][CH2:7]1>>[N:1]1([CH2:8][CH2:9][N:10]2[CH2:11][CH2:12][CH:13]([NH:16][C:17](=[O:18])[c:19]3[nH:20][c:21]4[cH:22][cH:23][cH:24][c:25]([O:28][CH2:29][CH:30]([CH3:31])[CH3:32])[c:26]4[cH:27]3)[CH2:14][CH2:15]2)[CH2:2][CH2:3][CH:4]([CH3:5])[CH2:6][CH2:7]1. Reactants: ClCCl, CCCS(=O)(=O)N1CC(CNC(=O)OC(C)(C)C)(N2CCOCC2)C1, O=C(O)C(F)(F)F. Product: CCCS(=O)(=O)N1CC(CN)(N2CCOCC2)C1. Reaction SMILES: [Cl:33][CH2:34][Cl:35].[O:1]1[CH2:2][CH2:3][N:4]([C:7]2([CH2:17][NH:18][C:19](=[O:20])[O:21][C:22]([CH3:23])([CH3:24])[CH3:25])[CH2:8][N:9]([S:11](=[O:12])(=[O:13])[CH2:14][CH2:15][CH3:16])[CH2:10]2)[CH2:5][CH2:6]1.[OH:26][C:27]([C:28]([F:29])([F:30])[F:31])=[O:32]>>[O:1]1[CH2:2][CH2:3][N:4]([C:7]2([CH2:17][NH2:18])[CH2:8][N:9]([S:11](=[O:12])(=[O:13])[CH2:14][CH2:15][CH3:16])[CH2:10]2)[CH2:5][CH2:6]1.